From a dataset of the Open Reaction Database (ORD), a public repository of structured organic reaction records. describe an organic reaction: reactants, conditions, products, and yield Reactants: CO, COC(=O)CC1c2ccccc2N=C(N(C)CCCCCN(Cc2ccccc2)Cc2ccccc2)N1c1ccc(-c2ccccc2)cc1. Product: COC(=O)CC1c2ccccc2N=C(N(C)CCCCCN)N1c1ccc(-c2ccccc2)cc1. As a reaction SMILES: [CH3:50][OH:51].[c:1]1(-[c:44]2[cH:45][cH:46][cH:47][cH:48][cH:49]2)[cH:2][cH:3][c:4]([N:7]2[C:8]([N:22]([CH3:23])[CH2:24][CH2:25][CH2:26][CH2:27][CH2:28][N:29]([CH2:30][c:31]3[cH:32][cH:33][cH:34][cH:35][cH:36]3)[CH2:37][c:38]3[cH:39][cH:40][cH:41][cH:42][cH:43]3)=[N:9][c:10]3[cH:11][cH:12][cH:13][cH:14][c:15]3[CH:16]2[CH2:17][C:18](=[O:19])[O:20][CH3:21])[cH:5][cH:6]1>>[c:1]1(-[c:44]2[cH:45][cH:46][cH:47][cH:48][cH:49]2)[cH:2][cH:3][c:4]([N:7]2[C:8]([N:22]([CH3:23])[CH2:24][CH2:25][CH2:26][CH2:27][CH2:28][NH2:29])=[N:9][c:10]3[cH:11][cH:12][cH:13][cH:14][c:15]3[CH:16]2[CH2:17][C:18](=[O:19])[O:20][CH3:21])[cH:5][cH:6]1. Reactants: C(C)(=O)N[C@@H](CS)C(=O)O (N-acetyl-L-cysteine), O1CCOCC1 (dioxane), ClCC1=C(C(=O)N)C=CC=C1 (Chloromethyl benzamide). Conditions: temperature 25 celsius, time 18 hour. Product: C(C)(=O)N[C@@H](CSCNC(C1=CC=CC=C1)=O)C(=O)O (N-acetyl-S-benzamidomethyl-L-cysteine). RXN SMILES: [C:1]([NH:4][C@H:5]([C:8]([OH:10])=[O:9])[CH2:6][SH:7])(=[O:3])[CH3:2].ClC[C:13]1[CH:21]=[CH:20][CH:19]=[CH:18][C:14]=1[C:15]([NH2:17])=[O:16].O1CCOC[CH2:23]1>>[C:1]([NH:4][C@H:5]([C:8]([OH:10])=[O:9])[CH2:6][S:7][CH2:23][NH:17][C:15](=[O:16])[C:14]1[CH:18]=[CH:19][CH:20]=[CH:21][CH:13]=1)(=[O:3])[CH3:2]. Reported procedure: N-acetyl-L-cysteine (0.5 g, 3.06 mmol) was dissolved in 50 ml of dry dioxane. Chloromethyl benzamide (0.52 g, 3.06 mmol) was added and the colorless solution was stirred at 25° C. for 18 hours. The dioxane was evaporated under vacuum with minimal amount of heating to give a colorless oil: NMR (CDCl3 +DMSO) δ8.05-7.38 (m, 5, aryl), 4.58 (d, 2, --SCH2NH--), 2.01 (s, 3, --CH3). The reactants are C(CCCCCCCCCCC)Br (dodecyl bromide), NC=1C=C(C(=O)O)C=CC1Cl (3-amino-4-chlorobenzoic acid), CN(C=O)C (N,N-dimethylformamide), C([O-])([O-])=O.[K+].[K+] (potassium carbonate). Solvent: O (water), C(C)(=O)OCC (ethyl acetate). Run at temperature 25 celsius, time 30 minute. The product is NC=1C=C(C(=O)OCCCCCCCCCCCC)C=CC1Cl (Dodecyl 3-Amino-4-chlorobenzoate). Yield: 95.0%. Reaction SMILES: [NH2:1][C:2]1[CH:3]=[C:4]([CH:8]=[CH:9][C:10]=1[Cl:11])[C:5]([OH:7])=[O:6].CN(C)C=O.C(=O)([O-])[O-].[K+].[K+].[CH2:23](Br)[CH2:24][CH2:25][CH2:26][CH2:27][CH2:28][CH2:29][CH2:30][CH2:31][CH2:32][CH2:33][CH3:34]>O.C(OCC)(=O)C>[NH2:1][C:2]1[CH:3]=[C:4]([CH:8]=[CH:9][C:10]=1[Cl:11])[C:5]([O:7][CH2:34][CH2:33][CH2:32][CH2:31][CH2:30][CH2:29][CH2:28][CH2:27][CH2:26][CH2:25][CH2:24][CH3:23])=[O:6] |f:2.3.4|. Procedure details: 17.2 g (0.1 mol) of 3-amino-4-chlorobenzoic acid was added to 50 ml of N,N-dimethylformamide. Then 13.8 g (0.1 mol) of potassium carbonate was added to the solution obtained above, and the resulting mixture was stirred in the temperature range of from 20 to 30° C. for 30 min. 27.4 g (0.11 mol) of dodecyl bromide was poured into the solution thus obtained, and the resulting solution was heated to 80° C., and allowed to react at the temperature for 1 hour. After completing the reaction, 50 ml of e... The reactants are CCOC(C)=O, CO, Cc1ccc([N+](=O)[O-])cc1C(=O)Nc1cnc(N)nc1. Yields the product Cc1ccc(N)cc1C(=O)Nc1cnc(N)nc1. As a reaction SMILES: [CH3:21][CH2:22][O:23][C:24]([CH3:25])=[O:26].[CH3:27][OH:28].[NH2:1][c:2]1[n:3][cH:4][c:5]([NH:8][C:9]([c:10]2[c:11]([CH3:19])[cH:12][cH:13][c:14]([N+:16]([O-:17])=[O:18])[cH:15]2)=[O:20])[cH:6][n:7]1>>[NH2:1][c:2]1[n:3][cH:4][c:5]([NH:8][C:9]([c:10]2[c:11]([CH3:19])[cH:12][cH:13][c:14]([NH2:16])[cH:15]2)=[O:20])[cH:6][n:7]1. Reactants: CC(C)(C)OC(=O)N1CC2CN(CCCOc3ccc(C#N)cc3F)CC(C1)O2, CCOCC, Cl, C1COCCO1. Product: N#Cc1ccc(OCCCN2CC3CNCC(C2)O3)c(F)c1, Cl. As a reaction SMILES: [C:1](#[N:2])[c:3]1[cH:4][c:5]([F:29])[c:6]([O:7][CH2:8][CH2:9][CH2:10][N:11]2[CH2:12][CH:13]3[CH2:14][N:15]([C:20]([O:21][C:22]([CH3:23])([CH3:24])[CH3:25])=[O:26])[CH2:16][CH:17]([CH2:18]2)[O:19]3)[cH:27][cH:28]1.[CH3:30][CH2:31][O:32][CH2:33][CH3:34].[ClH:35].[O:36]1[CH2:37][CH2:38][O:39][CH2:40][CH2:41]1>>[C:1](#[N:2])[c:3]1[cH:4][c:5]([F:29])[c:6]([O:7][CH2:8][CH2:9][CH2:10][N:11]2[CH2:12][CH:13]3[CH2:14][NH:15][CH2:16][CH:17]([CH2:18]2)[O:19]3)[cH:27][cH:28]1.[ClH:35]. Starting materials: O[C@H](C)[C@@H]1[C@@H]2N(C(=C([C@@H]2C)C2=CN3C(S2)=C(N=C3)C(=O)C=3C=NC2=CC=CC=C2C3)C(=O)OCC3=CC=C(C=C3)[N+](=O)[O-])C1=O (4-Nitrobenzyl (1S,5R,6S)-6-((1R)-1-hydroxyethyl)-1-methyl-2-[7-(quinolin-3-yl)carbonylimidazo[5,1-b]-thiazol-2-yl]-1-carbapen-2-em-3-carboxylate), C(C)OCC (diethyl ether), CI (Methyl iodide). Solvent: C(C)#N (acetonitrile), C(Cl)(Cl)Cl (chloroform). Run at temperature 40 celsius, time 3 day. The product is O[C@H](C)[C@@H]1[C@@H]2N(C(=C([C@@H]2C)C2=CN3C(S2)=C(N=C3)C(=O)C=3C=[N+](C2=CC=CC=C2C3)C)C(=O)[O-])C1=O ((1S,5R,6S)-6-((1R)-1-Hydroxyethyl)-1-methyl-2-[7-(1-methylquinolinium-3-yl)carbonylimidazo[5,1-b]thiazol-2-yl]-1-carbapen-2-em-3-carboxylate). As a reaction SMILES: [OH:1][C@@H:2]([C@H:4]1[C:44](=[O:45])[N:6]2[C:7]([C:31]([O:33]CC3C=CC([N+]([O-])=O)=CC=3)=[O:32])=[C:8]([C:11]3[S:15][C:14]4=[C:16]([C:19]([C:21]5[CH:22]=[N:23][C:24]6[C:29]([CH:30]=5)=[CH:28][CH:27]=[CH:26][CH:25]=6)=[O:20])[N:17]=[CH:18][N:13]4[CH:12]=3)[C@H:9]([CH3:10])[C@H:5]12)[CH3:3].CI.[CH2:48](OCC)C>C(#N)C.C(Cl)(Cl)Cl>[OH:1][C@@H:2]([C@H:4]1[C:44](=[O:45])[N:6]2[C:7]([C:31]([O-:33])=[O:32])=[C:8]([C:11]3[S:15][C:14]4=[C:16]([C:19]([C:21]5[CH:22]=[N+:23]([CH3:48])[C:28]6[C:29]([CH:30]=5)=[CH:24][CH:25]=[CH:26][CH:27]=6)=[O:20])[N:17]=[CH:18][N:13]4[CH:12]=3)[C@H:9]([CH3:10])[C@H:5]12)[CH3:3]. Procedure: 4-Nitrobenzyl (1S,5R,6S)-6-((1R)-1-hydroxyethyl)-1-methyl-2-[7-(quinolin-3-yl)carbonylimidazo[5,1-b]-thiazol-2-yl]-1-carbapen-2-em-3-carboxylate (93 mg) was dissolved in acetonitrile (2.25 ml)/chloroform (0.75 ml) to prepare a solution. Methyl iodide (0.063 ml) was added to the solution at room temperature, and the mixture was stirred at 40° C. for 3 days. The reaction solution was poured into diethyl ether to produce a powder which was filtered to give an N-quaternarized compound. The title com...